Dataset: the Open Reaction Database (ORD), a public repository of structured organic reaction records. Task: describe an organic reaction: reactants, conditions, products, and yield Reactants: aldehyde, N1=CC=CC=2CCCC(C12)NCCCCN1C(C2=CC=CC=C2C1=O)=O (2-[4-(5,6,7,8-tetrahydro-quinolin-8-ylamino)-butyl]-isoindol-1,3-dione), C(C)(=O)O[BH-](OC(C)=O)OC(C)=O.[Na+] (sodium triacetoxyborohydride). Solvent: C(Cl)Cl (CH2Cl2). Reaction conditions: time 3 day. Product: N1=C(N2CCCC3=CC=CC1=C23)CN(CCCCN2C(C3=CC=CC=C3C2=O)=O)C2CCCC=3C=CC=NC23 (2-{4-[(5,6-dihydro-4H-imidazo[4,5,1-ij]quinolin-2-ylmethyl)-(5,6,7,8-tetrahydro-quinolin-8-yl)-amino]-butyl}-isoindole-1.3-dione). Isolated yield 49.0%. RXN SMILES: [N:1]1[C:10]2[CH:9]([NH:11][CH2:12][CH2:13][CH2:14][CH2:15][N:16]3[C:24](=[O:25])[C:23]4[C:18](=[CH:19][CH:20]=[CH:21][CH:22]=4)[C:17]3=[O:26])[CH2:8][CH2:7][CH2:6][C:5]=2[CH:4]=[CH:3][CH:2]=1.C(O[BH-](O[C:37](=O)[CH3:38])OC(=O)C)(=O)C.[Na+]>C(Cl)Cl>[N:11]1[C:9]2=[C:10]3[C:5](=[CH:6][CH:7]=[CH:8]2)[CH2:4][CH2:3][CH2:2][N:1]3[C:37]=1[CH2:38][N:11]([CH:9]1[C:10]2[N:1]=[CH:2][CH:3]=[CH:4][C:5]=2[CH2:6][CH2:7][CH2:8]1)[CH2:12][CH2:13][CH2:14][CH2:15][N:16]1[C:24](=[O:25])[C:23]2[C:18](=[CH:19][CH:20]=[CH:21][CH:22]=2)[C:17]1=[O:26] |f:1.2|. Procedure: To a solution of the above crude aldehyde (180 mg, 0.97 mmol) and 2-[4-(5,6,7,8-tetrahydro-quinolin-8-ylamino)-butyl]-isoindol-1,3-dione (372 mg, 1.06 mmol) in CH2Cl2 (10 mL) was added sodium triacetoxyborohydride (410 mg, 1.93 mmol). The reaction mixture was stirred at room temperature for 3 days. Then the solvent was removed under reduced pressure to afford a yellow oil. Purification by flash column chromatography on silica gel using 2% CH3OH/CH2Cl2 afforded the product as a yellow oil (135 mg...